Dataset: the Open Reaction Database (ORD), a public repository of structured organic reaction records. Task: describe an organic reaction: reactants, conditions, products, and yield The reactants are BrC=1C=C2C=CC(=CC2=CC1)O (6-bromo-2-naphthol), FC=1C=C(C=CC1F)OB(O)O (3,4-difluorophenylboric acid), C1(=CC=CC=C1)C (toluene), aqueous solution, C([O-])([O-])=O.[K+].[K+] (potassium carbonate). The reagents and catalysts are C=1C=CC(=CC1)[P](C=2C=CC=CC2)(C=3C=CC=CC3)[Pd]([P](C=4C=CC=CC4)(C=5C=CC=CC5)C=6C=CC=CC6)([P](C=7C=CC=CC7)(C=8C=CC=CC8)C=9C=CC=CC9)[P](C=1C=CC=CC1)(C=1C=CC=CC1)C=1C=CC=CC1 (tetrakis(triphenylphosphine)palladium). Run in C(C)O (ethanol). Product: FC=1C=C(C=CC1F)C=1C=C2C=CC(=CC2=CC1)O (6-(3,4-difluorophenyl)-2-naphthol). Yield: 88.1%. As a reaction SMILES: Br[C:2]1[CH:3]=[C:4]2[C:9](=[CH:10][CH:11]=1)[CH:8]=[C:7]([OH:12])[CH:6]=[CH:5]2.[F:13][C:14]1[CH:15]=[C:16](OB(O)O)[CH:17]=[CH:18][C:19]=1[F:20].C1(C)C=CC=CC=1.C(=O)([O-])[O-].[K+].[K+]>C1C=CC([P]([Pd]([P](C2C=CC=CC=2)(C2C=CC=CC=2)C2C=CC=CC=2)([P](C2C=CC=CC=2)(C2C=CC=CC=2)C2C=CC=CC=2)[P](C2C=CC=CC=2)(C2C=CC=CC=2)C2C=CC=CC=2)(C2C=CC=CC=2)C2C=CC=CC=2)=CC=1.C(O)C>[F:13][C:14]1[CH:15]=[C:16]([C:2]2[CH:3]=[C:4]3[C:9](=[CH:10][CH:11]=2)[CH:8]=[C:7]([OH:12])[CH:6]=[CH:5]3)[CH:17]=[CH:18][C:19]=1[F:20] |f:3.4.5,^1:41,43,62,81|. Reported procedure: To 25.0 g of 6-bromo-2-naphthol and 22.0 g of 3,4-difluorophenylboric acid were added 100 ml of toluene, 50 ml of ethanol, 50 ml of a 2 N aqueous solution of potassium carbonate and 1.3 g of tetrakis(triphenylphosphine)palladium (0). The reaction mixture was heated under reflux for 3 hours. The reaction solution was then allowed to cool to room temperature. The resulting organic phase was separated, washed with water and saturated brine, and then dried over anhydrous sodium sulfate. The solvent ... The reactants are N[C@@H](CCCCNC(=O)OC(C)(C)C)C(=O)N[C@@H](CO)C(=O)N[C@@H](CCC(N)=O)C(=O)N[C@@H]([C@H](O)C)C(=O)N1[C@H](C(=O)N[C@@H](CC(C)C)C(=O)N[C@@H](C(C)C)C(=O)N[C@@H]([C@H](O)C)C(=O)N[C@@H](CC(C)C)C(=O)OC(C)(C)C)CCC1 (H-Lys(Boc)-Ser-Gln-Thr-Pro-Leu-Val-Thr-Leu-OtBu), C1CCC(CC1)N=C=NC2CCCCC2 (DCCI), CC(C)(C)OC(=O)CC[C@@H](C(=O)O)NC(=O)OCC1=CC=CC=C1 (Z-Glu(OtBU)-OH), C=1C=CC2=C(C1)N=NN2O (HOBt). Solvent: CN(C)C=O (DMF), CN(C)C=O (DMF). Reaction conditions: temperature -22 celsius. The product is N([C@@H](CCC(OC(C)(C)C)=O)C(=O)N[C@@H](CCCCNC(=O)OC(C)(C)C)C(=O)N[C@@H](CO)C(=O)N[C@@H](CCC(N)=O)C(=O)N[C@@H]([C@H](O)C)C(=O)N1[C@H](C(=O)N[C@@H](CC(C)C)C(=O)N[C@@H](C(C)C)C(=O)N[C@@H]([C@H](O)C)C(=O)N[C@@H](CC(C)C)C(=O)OC(C)(C)C)CCC1)C(=O)OCC1=CC=CC=C1 (Z-Glu(OtBu)-Lys(Boc)-Ser-Gln-Thr-Pro-Leu-Val-Thr-Leu-OtBu). Reaction SMILES: [CH3:1][C:2]([O:5][C:6]([CH2:8][CH2:9][C@H:10]([NH:14][C:15]([O:17][CH2:18][C:19]1[CH:24]=[CH:23][CH:22]=[CH:21][CH:20]=1)=[O:16])[C:11]([OH:13])=O)=[O:7])([CH3:4])[CH3:3].C1C=CC2N(O)N=NC=2C=1.[NH2:35][C@H:36]([C:49]([NH:51][C@H:52]([C:55]([NH:57][C@H:58]([C:64]([NH:66][C@H:67]([C:71]([N:73]1[CH2:114][CH2:113][CH2:112][C@H:74]1[C:75]([NH:77][C@H:78]([C:83]([NH:85][C@H:86]([C:90]([NH:92][C@H:93]([C:97]([NH:99][C@H:100]([C:105]([O:107][C:108]([CH3:111])([CH3:110])[CH3:109])=[O:106])[CH2:101][CH:102]([CH3:104])[CH3:103])=[O:98])[C@@H:94]([CH3:96])[OH:95])=[O:91])[CH:87]([CH3:89])[CH3:88])=[O:84])[CH2:79][CH:80]([CH3:82])[CH3:81])=[O:76])=[O:72])[C@@H:68]([CH3:70])[OH:69])=[O:65])[CH2:59][CH2:60][C:61](=[O:63])[NH2:62])=[O:56])[CH2:53][OH:54])=[O:50])[CH2:37][CH2:38][CH2:39][CH2:40][NH:41][C:42]([O:44][C:45]([CH3:48])([CH3:47])[CH3:46])=[O:43].C1CCC(N=C=NC2CCCCC2)CC1>CN(C=O)C>[NH:14]([C:15]([O:17][CH2:18][C:19]1[CH:24]=[CH:23][CH:22]=[CH:21][CH:20]=1)=[O:16])[C@H:10]([C:11]([NH:35][C@H:36]([C:49]([NH:51][C@H:52]([C:55]([NH:57][C@H:58]([C:64]([NH:66][C@H:67]([C:71]([N:73]1[CH2:114][CH2:113][CH2:112][C@H:74]1[C:75]([NH:77][C@H:78]([C:83]([NH:85][C@H:86]([C:90]([NH:92][C@H:93]([C:97]([NH:99][C@H:100]([C:105]([O:107][C:108]([CH3:109])([CH3:110])[CH3:111])=[O:106])[CH2:101][CH:102]([CH3:103])[CH3:104])=[O:98])[C@@H:94]([CH3:96])[OH:95])=[O:91])[CH:87]([CH3:89])[CH3:88])=[O:84])[CH2:79][CH:80]([CH3:81])[CH3:82])=[O:76])=[O:72])[C@@H:68]([CH3:70])[OH:69])=[O:65])[CH2:59][CH2:60][C:61](=[O:63])[NH2:62])=[O:56])[CH2:53][OH:54])=[O:50])[CH2:37][CH2:38][CH2:39][CH2:40][NH:41][C:42]([O:44][C:45]([CH3:47])([CH3:46])[CH3:48])=[O:43])=[O:13])[CH2:9][CH2:8][C:6](=[O:7])[O:5][C:2]([CH3:1])([CH3:3])[CH3:4]. Reported procedure: 843 mg Z-Glu(OtBU)-OH and 676 mg HOBt are dissolved in 10 ml DMF. After cooling to -22° C., 2.82 g H-Lys(Boc)-Ser-Gln-Thr-Pro-Leu-Val-Thr-Leu-OtBu (Example VII.2) and 517 mg DCCI, dissolved in 2 ml DMF, are added to the solution. After stirring at -22° C. for some time, the DCHU is filtered out and the filtrate is evaporated to dryness.